From a dataset of the Open Reaction Database (ORD), a public repository of structured organic reaction records. describe an organic reaction: reactants, conditions, products, and yield Reactants: C(C)(C)C1=NN2C(C=CC=C2)=C1C(C(C)C)(CC)OCC=C (2-isopropyl-3-(1-allyloxy-1-ethyl-2-methylpropyl)pyrazolo[1,5-a]pyridine), [H][H] (hydrogen). The reagents and catalysts are [Pd] (palladium-on-charcoal). Run in C(C)O (ethanol). Product: C(C)(C)C1=NN2C(C=CC=C2)=C1C(C(C)C)(OCCC)CC (2-Isopropyl-3-(1-ethyl-1-propoxy-2-methylpropyl)pyrazolo[1,5-a]pyridine). Isolated yield 70.0%. RXN SMILES: [CH:1]([C:4]1[C:12]([C:13]([O:19][CH2:20][CH:21]=[CH2:22])([CH2:17][CH3:18])[CH:14]([CH3:16])[CH3:15])=[C:7]2[CH:8]=[CH:9][CH:10]=[CH:11][N:6]2[N:5]=1)([CH3:3])[CH3:2].[H][H]>C(O)C.[Pd]>[CH:1]([C:4]1[C:12]([C:13]([CH2:17][CH3:18])([O:19][CH2:20][CH2:21][CH3:22])[CH:14]([CH3:15])[CH3:16])=[C:7]2[CH:8]=[CH:9][CH:10]=[CH:11][N:6]2[N:5]=1)([CH3:3])[CH3:2]. Procedure: A solution of 500 ml of 2-isopropyl-3-(1-allyloxy-1-ethyl-2-methylpropyl)pyrazolo[1,5-a]pyridine (Example 31) in 20 ml of ethanol was stirred in a hydrogen atmosphere at atmospheric pressure and room temperature in the presence of 20 mg of 10% palladium-on-charcoal. Absorption ceased after an hour. The solution was filtered and concentrated to dryness in vacuo. The residue was applied to silica gel column chromatography, eluted with dichloromethane, to give 350 mg (70%) of the desired compound a...